From a dataset of the Open Reaction Database (ORD), a public repository of structured organic reaction records. describe an organic reaction: reactants, conditions, products, and yield The reactants are O=C(OC1OC(COCc2ccccc2)C(OCc2ccccc2)C1OCc1ccccc1)c1ccc([N+](=O)[O-])cc1, CCN(C(C)C)C(C)C, ClCCCl, ClCCl, [N-]=[N+]=Nc1nc(F)nc2nc[nH]c12. The product is [N-]=[N+]=Nc1nc(F)nc2c1ncn2C1OC(COCc2ccccc2)C(OCc2ccccc2)C1OCc1ccccc1. Reaction SMILES: [CH2:1]([c:2]1[cH:3][cH:4][cH:5][cH:6][cH:7]1)[O:8][CH:9]1[CH:10]([O:11][C:12](=[O:13])[c:14]2[cH:15][cH:16][c:17]([N+:18]([O-:19])=[O:20])[cH:21][cH:22]2)[O:23][CH:24]([CH2:34][O:35][CH2:36][c:37]2[cH:38][cH:39][cH:40][cH:41][cH:42]2)[CH:25]1[O:26][CH2:27][c:28]1[cH:29][cH:30][cH:31][cH:32][cH:33]1.[CH:43]([N:44]([CH2:45][CH3:46])[CH:47]([CH3:48])[CH3:49])([CH3:50])[CH3:51].[Cl:65][CH2:66][CH2:67][Cl:68].[Cl:69][CH2:70][Cl:71].[N:52](=[N+:53]=[N-:54])[c:55]1[c:56]2[nH:57][cH:58][n:59][c:60]2[n:61][c:62]([F:64])[n:63]1>>[CH2:1]([c:2]1[cH:3][cH:4][cH:5][cH:6][cH:7]1)[O:8][CH:9]1[CH:10]([n:59]2[cH:58][n:57][c:56]3[c:55]([N:52]=[N+:53]=[N-:54])[n:63][c:62]([F:64])[n:61][c:60]32)[O:23][CH:24]([CH2:34][O:35][CH2:36][c:37]2[cH:38][cH:39][cH:40][cH:41][cH:42]2)[CH:25]1[O:26][CH2:27][c:28]1[cH:29][cH:30][cH:31][cH:32][cH:33]1. The reactants are Intermediate 19, BrC=1C=C(CO)C=CC1F (3-bromo-4-fluorobenzyl alcohol), C(C)(C)(C)OC(COC1=C(C=C(C=C1)Cl)C#C)=O (tert-butyl(4-chloro-2-ethynylphenoxy)acetate), C(C)(C)(C)OC(COC1=C(C=C(C=C1)Cl)C#C)=O (tert-butyl(4-chloro-2-ethynylphenoxy)acetate). Product: C(C)(C)(C)OC(COC1=C(C=C(C=C1)Cl)C#CC1=C(C=CC(=C1)CO)F)=O (tert-butyl(4-chloro-2-{[2-fluoro-5-(hydroxymethyl)phenyl]ethynyl}phenoxy)acetate). As a reaction SMILES: [C:1]([O:5][C:6](=[O:18])[CH2:7][O:8][C:9]1[CH:14]=[CH:13][C:12]([Cl:15])=[CH:11][C:10]=1[C:16]#[CH:17])([CH3:4])([CH3:3])[CH3:2].Br[C:20]1[CH:21]=[C:22]([CH:25]=[CH:26][C:27]=1[F:28])[CH2:23][OH:24]>>[C:1]([O:5][C:6](=[O:18])[CH2:7][O:8][C:9]1[CH:14]=[CH:13][C:12]([Cl:15])=[CH:11][C:10]=1[C:16]#[C:17][C:20]1[CH:21]=[C:22]([CH2:23][OH:24])[CH:25]=[CH:26][C:27]=1[F:28])([CH3:4])([CH3:3])[CH3:2]. Procedure details: Following the general method as outlined in Intermediate 19, starting from tert-butyl(4-chloro-2-ethynylphenoxy)acetate (Intermediate 3) and 3-bromo-4-fluorobenzyl alcohol (Oakwood), the title compound was obtained as a dark brown sticky solid after purification by flash column chromatography (silica), eluting with cyclohexane containing increasing amounts of EtOAc. Reactants: CC(C)(C)[Si](C)(C)OCCOCc1ccc(CO)cc1, CC(C)(C)n1ncc(O)c(Cl)c1=O, C1CCOC1, CC(C)OC(=O)N=NC(=O)OC(C)C, O, c1ccc(P(c2ccccc2)c2ccccc2)cc1. Product: CC(C)(C)n1ncc(OCc2ccc(COCCO[Si](C)(C)C(C)(C)C)cc2)c(Cl)c1=O. Reaction SMILES: [C:1]([CH3:2])([CH3:3])([CH3:4])[Si:5]([O:6][CH2:7][CH2:8][O:9][CH2:10][c:11]1[cH:12][cH:13][c:14]([CH2:17][OH:18])[cH:15][cH:16]1)([CH3:19])[CH3:20].[C:21]([CH3:22])([CH3:23])([CH3:24])[n:25]1[n:26][cH:27][c:28]([OH:33])[c:29]([Cl:32])[c:30]1=[O:31].[CH2:67]1[O:68][CH2:69][CH2:70][CH2:71]1.[O:53]=[C:54]([O:55][CH:56]([CH3:57])[CH3:58])[N:59]=[N:60][C:61]([O:62][CH:63]([CH3:64])[CH3:65])=[O:66].[OH2:72].[c:34]1([P:35]([c:36]2[cH:37][cH:38][cH:39][cH:40][cH:41]2)[c:42]2[cH:43][cH:44][cH:45][cH:46][cH:47]2)[cH:48][cH:49][cH:50][cH:51][cH:52]1>>[C:1]([CH3:2])([CH3:3])([CH3:4])[Si:5]([O:6][CH2:7][CH2:8][O:9][CH2:10][c:11]1[cH:12][cH:13][c:14]([CH2:17][O:18][c:28]2[cH:27][n:26][n:25]([C:21]([CH3:22])([CH3:23])[CH3:24])[c:30](=[O:31])[c:29]2[Cl:32])[cH:15][cH:16]1)([CH3:19])[CH3:20]. Reactants: C(C)NC(NC1=CC(=C(C=N1)C=1C=C2C(C(=CN(C2=CC1)[C@H]1CNCCC1)C(=O)OCC)=O)C=1SC=C(N1)C(F)(F)F)=O ((R)-ethyl 6-(6-(3-ethylureido)-4-(4-(trifluoromethyl)thiazol-2-yl)pyridin-3-yl)-4-oxo-1-(piperidin-3-yl)-1,4-dihydroquinoline-3-carboxylate), C(=O)([O-])[O-].[K+].[K+] (K2CO3), Cl.ClCCN(CC)CC (2-chloro-N,N-diethylethanamine hydrochloride). Run in CN(C)C=O (DMF), CCOC(=O)C (EtOAc). Reaction conditions: temperature 100 celsius. Product: C(C)N(CCN1C[C@@H](CCC1)N1C=C(C(C2=CC(=CC=C12)C=1C=NC(=CC1C=1SC=C(N1)C(F)(F)F)NC(=O)NCC)=O)C(=O)OCC)CC ((R)-ethyl 1-(1-(2-(diethylamino)ethyl)piperidin-3-yl)-6-(6-(3-ethylureido)-4-(4-(trifluoromethyl)thiazol-2-yl)pyridin-3-yl)-4-oxo-1,4-dihydroquinoline-3-carboxylate). Yield: 17.5%. As a reaction SMILES: [CH2:1]([NH:3][C:4](=[O:43])[NH:5][C:6]1[N:11]=[CH:10][C:9]([C:12]2[CH:13]=[C:14]3[C:19](=[CH:20][CH:21]=2)[N:18]([C@@H:22]2[CH2:27][CH2:26][CH2:25][NH:24][CH2:23]2)[CH:17]=[C:16]([C:28]([O:30][CH2:31][CH3:32])=[O:29])[C:15]3=[O:33])=[C:8]([C:34]2[S:35][CH:36]=[C:37]([C:39]([F:42])([F:41])[F:40])[N:38]=2)[CH:7]=1)[CH3:2].C([O-])([O-])=O.[K+].[K+].Cl.Cl[CH2:52][CH2:53][N:54]([CH2:57][CH3:58])[CH2:55][CH3:56]>CN(C=O)C.CCOC(C)=O>[CH2:53]([N:54]([CH2:57][CH3:58])[CH2:55][CH2:56][N:24]1[CH2:25][CH2:26][CH2:27][C@@H:22]([N:18]2[C:19]3[C:14](=[CH:13][C:12]([C:9]4[CH:10]=[N:11][C:6]([NH:5][C:4]([NH:3][CH2:1][CH3:2])=[O:43])=[CH:7][C:8]=4[C:34]4[S:35][CH:36]=[C:37]([C:39]([F:42])([F:41])[F:40])[N:38]=4)=[CH:21][CH:20]=3)[C:15](=[O:33])[C:16]([C:28]([O:30][CH2:31][CH3:32])=[O:29])=[CH:17]2)[CH2:23]1)[CH3:52] |f:1.2.3,4.5|. Reported procedure: (R)-ethyl 6-(6-(3-ethylureido)-4-(4-(trifluoromethyl)thiazol-2-yl)pyridin-3-yl)-4-oxo-1-(piperidin-3-yl)-1,4-dihydroquinoline-3-carboxylate (Example 262, 0.100 g, 0.16 mmol) was taken up in DMF (2 mL), K2CO3 (0.112 g, 0.81 mmol) and 2-chloro-N,N-diethylethanamine hydrochloride (0.031 g, 0.18 mmol) were added. The mixture was heated to 100° C. overnight then the reaction was cooled to room temperature and diluted with EtOAc. The organic layer was washed with brine twice and water twice, then the ... The reactants are NC=1C(=CC(=NC1)OC1=CC=CC=C1)CN[C@@H](CCC(=O)N[C@@H](C(=O)N1CCOCC1)COC(C)(C)C)C1CCCCC1 (4-[(5-amino-2-phenoxy-pyridin-4-ylmethyl)-amino]-N-(1-(R)-tert-butoxymethyl-2-morpholin-4-yl-2-oxo-ethyl)-4-(S)-cyclohexyl-butyramide), BrC#N (BrCN). Solvent: CCO (EtOH). The product is NC=1N(CC2=C(N1)C=NC(=C2)OC2=CC=CC=C2)[C@@H](CCC(=O)N[C@@H](C(=O)N2CCOCC2)COC(C)(C)C)C2CCCCC2 (4-(2-amino-6-phenoxy-4H-pyrido[3,4-d]pyrimidin-3-yl)-N-(1-(R)-tert-butoxymethyl-2-morpholin-4-yl-2-oxo-ethyl)-4-(S)-cyclohexyl-butyramide). Reaction SMILES: [NH2:1][C:2]1[C:3]([CH2:15][NH:16][C@H:17]([CH:38]2[CH2:43][CH2:42][CH2:41][CH2:40][CH2:39]2)[CH2:18][CH2:19][C:20]([NH:22][C@H:23]([CH2:32][O:33][C:34]([CH3:37])([CH3:36])[CH3:35])[C:24]([N:26]2[CH2:31][CH2:30][O:29][CH2:28][CH2:27]2)=[O:25])=[O:21])=[CH:4][C:5]([O:8][C:9]2[CH:14]=[CH:13][CH:12]=[CH:11][CH:10]=2)=[N:6][CH:7]=1.Br[C:45]#[N:46]>CCO>[NH2:46][C:45]1[N:16]([C@H:17]([CH:38]2[CH2:39][CH2:40][CH2:41][CH2:42][CH2:43]2)[CH2:18][CH2:19][C:20]([NH:22][C@H:23]([CH2:32][O:33][C:34]([CH3:37])([CH3:36])[CH3:35])[C:24]([N:26]2[CH2:31][CH2:30][O:29][CH2:28][CH2:27]2)=[O:25])=[O:21])[CH2:15][C:3]2[CH:4]=[C:5]([O:8][C:9]3[CH:14]=[CH:13][CH:12]=[CH:11][CH:10]=3)[N:6]=[CH:7][C:2]=2[N:1]=1. Procedure details: A solution of 4-[(5-amino-2-phenoxy-pyridin-4-ylmethyl)-amino]-N-(1-(R)-tert-butoxymethyl-2-morpholin-4-yl-2-oxo-ethyl)-4-(S)-cyclohexyl-butyramide (0.37 g, 0.6 mmol) and BrCN (3M in CH2Cl2, 0.25 mL) in EtOH (20 mL) was stirred at room temperature overnight. The EtOH was evaporated to yield an oil, which was purified by Gilson HPLC to yield 4-(2-amino-6-phenoxy-4H-pyrido[3,4-d]pyrimidin-3-yl)-N-(1-(R)-tert-butoxymethyl-2-morpholin-4-yl-2-oxo-ethyl)-4-(S)-cyclohexyl-butyramide as a white solid, a... Starting materials: ClC1=CC=C(S1)C(=O)NCC=1N=CN(C1)C1=CC=C(C=C1)I (5-chloro-N-((1-(4-iodophenyl)-1H-imidazol-4-yl)methyl)thiophene-2-carboxamide), N1=C(C(=NC=C1)O)O (pyrazine-2,3-diol), OC=1C=CC=C2C=CC=NC12 (8-hydroxyquinoline), C(=O)([O-])[O-].[K+].[K+] (K2CO3). The reagents and catalysts are [Cu]I (CuI). Run in CS(=O)C (DMSO). Run at temperature 130 celsius. Yields the product ClC1=CC=C(S1)C(=O)NCC=1N=CN(C1)C1=CC=C(C=C1)N1C(C(=NC=C1)O)=O (5-chloro-N-((1-(4-(3-hydroxy-2-oxopyrazin-1(2H)-yl)phenyl)-1H-imidazol-4-yl)methyl)thiophene-2-carboxamide). Isolated yield 6.5%. Reaction SMILES: [Cl:1][C:2]1[S:6][C:5]([C:7]([NH:9][CH2:10][C:11]2[N:12]=[CH:13][N:14]([C:16]3[CH:21]=[CH:20][C:19](I)=[CH:18][CH:17]=3)[CH:15]=2)=[O:8])=[CH:4][CH:3]=1.[N:23]1[CH:28]=[CH:27][N:26]=[C:25]([OH:29])[C:24]=1[OH:30].OC1C=CC=C2C=1N=CC=C2.C([O-])([O-])=O.[K+].[K+]>CS(C)=O.[Cu]I>[Cl:1][C:2]1[S:6][C:5]([C:7]([NH:9][CH2:10][C:11]2[N:12]=[CH:13][N:14]([C:16]3[CH:21]=[CH:20][C:19]([N:26]4[CH:27]=[CH:28][N:23]=[C:24]([OH:30])[C:25]4=[O:29])=[CH:18][CH:17]=3)[CH:15]=2)=[O:8])=[CH:4][CH:3]=1 |f:3.4.5|. Procedure: A mixture of 5-chloro-N-((1-(4-iodophenyl)-1H-imidazol-4-yl)methyl)thiophene-2-carboxamide 1-6 (80 mg, 0.18 mmol), pyrazine-2,3-diol (50 mg, 0.44 mmol), 8-hydroxyquinoline (12 mg, 0.083 mmol) and K2CO3 (100 mg, 0.72 mmol) in DMSO (1 mL) was degassed with Ar before being charged with CuI (15 mg, 0.079 mmol). The mixture in a sealed tube was heated at 130° C. for 4 h. The mixture was then purified by HPLC to give the titled compound (5 mg). MS 428.0 and 430.0 (M+H, Cl pattern). Solvent: C(C)#N (acetonitrile), C(C)#N (acetonitrile). As a reaction SMILES: [C:1]([OH:6])(=[O:5])[C:2]([OH:4])=[O:3].O.[NH2:8][C@H:9]1[CH2:14][CH2:13][C@H:12]([C:15]([N:17]([CH3:19])[CH3:18])=[O:16])[CH2:11][C@H:10]1[NH:20][C:21](=[O:27])[O:22][C:23]([CH3:26])([CH3:25])[CH3:24]>C(#N)C>[C:1]([OH:6])(=[O:5])[C:2]([OH:4])=[O:3].[NH2:8][C@H:9]1[CH2:14][CH2:13][C@H:12]([C:15]([N:17]([CH3:18])[CH3:19])=[O:16])[CH2:11][C@H:10]1[NH:20][C:21](=[O:27])[O:22][C:23]([CH3:25])([CH3:24])[CH3:26] |f:4.5|. Reactants: C(C(=O)O)(=O)O (Oxalic acid), O (water), N[C@@H]1[C@@H](C[C@H](CC1)C(=O)N(C)C)NC(OC(C)(C)C)=O (tert-butyl(1R,2S,5S)-2-amino-5-[(dimethylamino)carbonyl]cyclohexylcarbamate). Yields the product monohydrate, C(C(=O)O)(=O)O.N[C@@H]1[C@@H](C[C@H](CC1)C(=O)N(C)C)NC(OC(C)(C)C)=O (tert-Butyl(1R,2S,5S)-2-amino-5-[(dimethylamino)carbonyl]cyclohexylcarbamate oxalate). Run at temperature 35 celsius, time 1 hour. Procedure details: Oxalic acid (16.24 g) was added to acetonitrile (640 ml) and water (40 ml), and the obtained solution was then heated to approximately 35° C. To this solution, a solution of tert-butyl(1R,2S,5S)-2-amino-5-[(dimethylamino)carbonyl]cyclohexylcarbamate prepared by the above described method in acetonitrile (approximately 640 ml) was added dropwise, and the obtained mixture was then stirred at approximately 35° C. for approximately 1 hour. Thereafter, the reaction solution was cooled to approximatel...